From a dataset of the Open Reaction Database (ORD), a public repository of structured organic reaction records. describe an organic reaction: reactants, conditions, products, and yield Reactants: C(C)OC(=O)C1(CC1)C1=CC=C(C=C1)C1=CC=C(C=C1)C1=C(C(=NO1)C)NC1=NC(=CC=C1)Br (1-{4′-[4-(6-bromo-pyridin-2-ylamino)-3-methyl-isoxazol-5-yl]-biphenyl-4-yl}-cyclopropanecarboxylic acid ethyl ester), ClC1=C(C=CC=C1F)B(O)O (2-chloro-3-fluoro-phenylboronic acid). The product is C(C)OC(=O)C1(CC1)C1=CC=C(C=C1)C1=CC=C(C=C1)C1=C(C(=NO1)C)NC1=NC(=CC=C1)C1=C(C(=CC=C1)F)Cl (1-(4′-{4-[6-(2-Chloro-3-fluoro-phenyl)-pyridin-2-ylamino]-3-methyl-isoxazol-5-yl}-biphenyl-4-yl)-cyclopropanecarboxylic acid ethyl ester). As a reaction SMILES: [CH2:1]([O:3][C:4]([C:6]1([C:9]2[CH:14]=[CH:13][C:12]([C:15]3[CH:20]=[CH:19][C:18]([C:21]4[O:25][N:24]=[C:23]([CH3:26])[C:22]=4[NH:27][C:28]4[CH:33]=[CH:32][CH:31]=[C:30](Br)[N:29]=4)=[CH:17][CH:16]=3)=[CH:11][CH:10]=2)[CH2:8][CH2:7]1)=[O:5])[CH3:2].[Cl:35][C:36]1[C:41]([F:42])=[CH:40][CH:39]=[CH:38][C:37]=1B(O)O>>[CH2:1]([O:3][C:4]([C:6]1([C:9]2[CH:14]=[CH:13][C:12]([C:15]3[CH:20]=[CH:19][C:18]([C:21]4[O:25][N:24]=[C:23]([CH3:26])[C:22]=4[NH:27][C:28]4[CH:33]=[CH:32][CH:31]=[C:30]([C:37]5[CH:38]=[CH:39][CH:40]=[C:41]([F:42])[C:36]=5[Cl:35])[N:29]=4)=[CH:17][CH:16]=3)=[CH:11][CH:10]=2)[CH2:8][CH2:7]1)=[O:5])[CH3:2]. Procedure: Prepared according to the procedure described in Example 42, Step 2, using 1-{4′-[4-(6-bromo-pyridin-2-ylamino)-3-methyl-isoxazol-5-yl]-biphenyl-4-yl}-cyclopropanecarboxylic acid ethyl ester and 2-chloro-3-fluoro-phenylboronic acid. The reactants are O=c1n(CCCF)nnn1-c1ccc(Cl)cc1F, O=[N+]([O-])O, O=S(=O)(O)O. Yields the product O=c1n(CCCF)nnn1-c1cc([N+](=O)[O-])c(Cl)cc1F. RXN SMILES: [Cl:1][c:2]1[cH:3][c:4]([F:18])[c:5](-[n:8]2[n:9][n:10][n:11]([CH2:14][CH2:15][CH2:16][F:17])[c:12]2=[O:13])[cH:6][cH:7]1.[OH:19][N+:20]([O-:21])=[O:22].[S:23](=[O:24])(=[O:25])([OH:26])[OH:27]>>[Cl:1][c:2]1[cH:3][c:4]([F:18])[c:5](-[n:8]2[n:9][n:10][n:11]([CH2:14][CH2:15][CH2:16][F:17])[c:12]2=[O:13])[cH:6][c:7]1[N+:20](=[O:19])[O-:21]. The reactants are [Cl-].[NH4+] (ammonium chloride), CN(C=O)C (dimethylformamide), C(C)O (ethanol), [N+](=O)([O-])C1=CC=C(S1)SC=1C2=C(N=CN1)NC(=C2)C2=CC=CC=C2 (4-(5-nitro-2-thiophenylsulfanyl)-6-phenyl-7H-pyrrolo[2,3-d]pyrimidine). The reagents and catalysts are [Fe] (iron). The solvent is O (water), O1CCCC1 (tetrahydrofuran). Conditions: temperature 90 celsius, time 2 hour. The product is C1(=CC=CC=C1)C1=CC2=C(N=CN=C2SC2=CC=C(S2)N)N1 (5-(6-Phenyl-7H-pyrrolo[2,3-d]pyrimidin-4-ylsulfanyl)-thiophen-2-ylamine). Reaction SMILES: [Cl-].[NH4+].CN(C)C=O.C(O)C.[N+:11]([C:14]1[S:18][C:17]([S:19][C:20]2[C:21]3[CH:28]=[C:27]([C:29]4[CH:34]=[CH:33][CH:32]=[CH:31][CH:30]=4)[NH:26][C:22]=3[N:23]=[CH:24][N:25]=2)=[CH:16][CH:15]=1)([O-])=O>[Fe].O1CCCC1.O>[C:29]1([C:27]2[NH:26][C:22]3[N:23]=[CH:24][N:25]=[C:20]([S:19][C:17]4[S:18][C:14]([NH2:11])=[CH:15][CH:16]=4)[C:21]=3[CH:28]=2)[CH:30]=[CH:31][CH:32]=[CH:33][CH:34]=1 |f:0.1|. Procedure details: After adding 543 mg of iron powder, 1.06 g of ammonium chloride, 10 ml of dimethylformamide, 20 ml of ethanol and 5 ml of water to the 4-(5-nitro-2-thiophenylsulfanyl)-6-phenyl-7H-pyrrolo[2,3-d]pyrimidine synthesized in Production Example 162-1, the mixture was stirred at 90° C. for 2 hours, 30 ml of tetrahydrofuran was added, and then the mixture was returned to room temperature and filtered with celite, and ethyl acetate and water were added to the filtrate for liquid separation and extraction... Yields the product [Na+].[Na+].C(CCCCCCCCCCCCCCC)NC=1C=C(C=C(C(=O)[O-])C1)C(=O)[O-] (5-Hexadecylaminoisophthalic acid Disodium Salt). The reactants are [Na+].[Na+].C(CCCCCCCCCCCCCCCCCC)NC=1C=C(C=C(C(=O)[O-])C1)C(=O)[O-] (5-nonadecylaminoisophthalic acid disodium salt), alkylaminoisophthalic acids, [Na+].[Na+].C(CCCCCCCCCCCCCC)NC=1C=C(C=C(C(=O)[O-])C1)C(=O)[O-] (5-pentadecylaminoisophthalic acid disodium salt), [Na+].[Na+].C(CCCCCCCCC)NC=1C=C(C=C(C(=O)[O-])C1)C(=O)[O-] (5-decylaminoisophthalic acid disodium salt), [Na+].[Na+].C(CCCCCCCCCCCCCCCC)NC=1C=C(C=C(C(=O)[O-])C1)C(=O)[O-] (5-heptadecylaminoisophthalic acid disodium salt), [Na+].[Na+].C(CCCCCCCCCC)NC=1C=C(C=C(C(=O)[O-])C1)C(=O)[O-] (5-undecylaminoisophthalic acid disodium salt), [Na+].[Na+].C(CCCCCCCCCCCCCCCCC)NC=1C=C(C=C(C(=O)[O-])C1)C(=O)[O-] (5-octadecylaminoisophthalic acid disodium salt), [Na+].[Na+].C(CCCCCCCCCCCC)NC=1C=C(C=C(C(=O)[O-])C1)C(=O)[O-] (5-tridecylaminoisophthalic acid disodium salt), [Na+].[Na+].CC(CCCCCCCCCCCCCNC=1C=C(C=C(C(=O)[O-])C1)C(=O)[O-])C (5-(14-methylpentadecyl)aminoisophthalic acid disodium salt), [Na+].[Na+].C(CCCCCCCCCCCCC)NC=1C=C(C=C(C(=O)[O-])C1)C(=O)[O-] (5-tetradecylaminoisophthalic acid disodium salt), [Na+].[Na+].CC(CCCCCCCCCC)NC=1C=C(C=C(C(=O)[O-])C1)C(=O)[O-] (5-(1-methylundecylamino)isophthalic acid disodium salt), [Na+].[Na+].C(CCCCCCC)NC=1C=C(C=C(C(=O)[O-])C1)C(=O)[O-] (5-octylaminoisophthalic acid disodium salt), [Na+].[Na+].C(CCCCCCCC)NC=1C=C(C=C(C(=O)[O-])C1)C(=O)[O-] (5-nonylaminoisophthalic acid disodium salt), [Na+].[Na+].C(CCCCCCCCCCC)NC=1C=C(C=C(C(=O)[O-])C1)C(=O)[O-] (5-dodecylaminoisophthalic acid disodium salt). As a reaction SMILES: [Na+:1].[Na+].[CH2:3]([NH:11][C:12]1[CH:13]=[C:14]([C:21]([O-:23])=[O:22])[CH:15]=[C:16]([CH:20]=1)[C:17]([O-:19])=[O:18])[CH2:4][CH2:5][CH2:6][CH2:7][CH2:8][CH2:9][CH3:10].[Na+].[Na+].[CH2:26](NC1C=C(C([O-])=O)C=C(C=1)C([O-])=O)[CH2:27][CH2:28][CH2:29][CH2:30][CH2:31][CH2:32][CH2:33]C.[Na+].[Na+].C(NC1C=C(C([O-])=O)C=C(C=1)C([O-])=O)CCCCCCCCC.[Na+].[Na+].C(NC1C=C(C([O-])=O)C=C(C=1)C([O-])=O)CCCCCCCCCC.[Na+].[Na+].C(NC1C=C(C([O-])=O)C=C(C=1)C([O-])=O)CCCCCCCCCCC.[Na+].[Na+].CC(NC1C=C(C([O-])=O)C=C(C=1)C([O-])=O)CCCCCCCCCC.[Na+].[Na+].C(NC1C=C(C([O-])=O)C=C(C=1)C([O-])=O)CCCCCCCCCCCC.[Na+].[Na+].C(NC1C=C(C([O-])=O)C=C(C=1)C([O-])=O)CCCCCCCCCCCCC.[Na+].[Na+].C(NC1C=C(C([O-])=O)C=C(C=1)C([O-])=O)CCCCCCCCCCCCCC.[Na+].[Na+].CC(C)CCCCCCCCCCCCCNC1C=C(C([O-])=O)C=C(C=1)C([O-])=O.[Na+].[Na+].C(NC1C=C(C([O-])=O)C=C(C=1)C([O-])=O)CCCCCCCCCCCCCCCC.[Na+].[Na+].C(NC1C=C(C([O-])=O)C=C(C=1)C([O-])=O)CCCCCCCCCCCCCCCCC.[Na+].[Na+].C(NC1C=C(C([O-])=O)C=C(C=1)C([O-])=O)CCCCCCCCCCCCCCCCCC>>[Na+:1].[Na+:1].[CH2:3]([NH:11][C:12]1[CH:13]=[C:14]([C:21]([O-:23])=[O:22])[CH:15]=[C:16]([CH:20]=1)[C:17]([O-:19])=[O:18])[CH2:4][CH2:5][CH2:6][CH2:7][CH2:8][CH2:9][CH2:10][CH2:26][CH2:27][CH2:28][CH2:29][CH2:30][CH2:31][CH2:32][CH3:33] |f:0.1.2,3.4.5,6.7.8,9.10.11,12.13.14,15.16.17,18.19.20,21.22.23,24.25.26,27.28.29,30.31.32,33.34.35,36.37.38,39.40.41|. Procedure: Similarly, the alkylaminoisophthalic acids in Example 9 provide: 5-octylaminoisophthalic acid disodium salt, 5-nonylaminoisophthalic acid disodium salt, 5-decylaminoisophthalic acid disodium salt, 5-undecylaminoisophthalic acid disodium salt, 5-dodecylaminoisophthalic acid disodium salt, 5-(1-methylundecylamino)isophthalic acid disodium salt, 5-tridecylaminoisophthalic acid disodium salt, 5-tetradecylaminoisophthalic acid disodium salt, 5-pentadecylaminoisophthalic acid disodium salt, 5-(14-meth... Starting materials: CC=1C=NC=2C(CCCC2C1)[Se]C1=CC=CC=C1 (5,6,7,8-tetrahydro-3-methyl-8-(phenylseleno)quinoline), ClC=1C=C(C(=O)OO)C=CC1 (3-chloroperoxybenzoic acid). Run in ClCCl (dichloromethane). Conditions: time 30 minute. Product: CC=1C=NC=2C=CCCC2C1 (5,6-dihydro-3-methylquinoline). The yield is 88.7%. As a reaction SMILES: [CH3:1][C:2]1[CH:3]=[N:4][C:5]2[CH:6]([Se]C3C=CC=CC=3)[CH2:7][CH2:8][CH2:9][C:10]=2[CH:11]=1.ClC1C=C(C=CC=1)C(OO)=O>ClCCl>[CH3:1][C:2]1[CH:3]=[N:4][C:5]2[CH:6]=[CH:7][CH2:8][CH2:9][C:10]=2[CH:11]=1. Procedure details: A solution of the crude product of Step 1 (4.2 g, 13.9 mmol) in dichloromethane (100 ml) at -40° was treated portionwise with 86% 3-chloroperoxybenzoic acid (3.0 g, 14.9 mmol). After 30 min, the mixture was warmed to room temperature, washed with 2N-NaOH (2×100 ml), dried (MgSO4), and evaporated in vacuo. The residue was dissolved in 1N-H2SO4 (100 ml) and the solution washed with ether (3×100 ml), basified with sodium carbonate, and extracted with dichoromethane (3×100 ml). The chlorinated extra... Starting materials: CC(C(=O)O)C(=O)OC(C)(C)C, C1CCOC1, CCN=C=NCCCN(C)C, CCN(C(C)C)C(C)C, Cl, CN1C(=O)C(N)c2ccccc2-c2ccccc21, Oc1cccc2[nH]nnc12. Yields the product CC(C(=O)NC1C(=O)N(C)c2ccccc2-c2ccccc21)C(=O)OC(C)(C)C. Reaction SMILES: [C:1]([CH3:2])([CH3:3])([CH3:4])[O:5][C:6]([CH:7]([C:8](=[O:9])[OH:10])[CH3:11])=[O:12].[CH2:62]1[O:63][CH2:64][CH2:65][CH2:66]1.[CH3:51][N:52]([CH3:53])[CH2:54][CH2:55][CH2:56][N:57]=[C:58]=[N:59][CH2:60][CH3:61].[CH:41]([N:42]([CH:43]([CH3:44])[CH3:45])[CH2:46][CH3:47])([CH3:48])[CH3:49].[ClH:50].[NH2:13][CH:14]1[c:15]2[c:16]([cH:27][cH:28][cH:29][cH:30]2)-[c:17]2[c:18]([cH:23][cH:24][cH:25][cH:26]2)[N:19]([CH3:22])[C:20]1=[O:21].[OH:31][c:32]1[c:33]2[n:34][n:35][nH:36][c:37]2[cH:38][cH:39][cH:40]1>>[C:1]([CH3:2])([CH3:3])([CH3:4])[O:5][C:6]([CH:7]([C:8](=[O:10])[NH:13][CH:14]1[c:15]2[c:16]([cH:27][cH:28][cH:29][cH:30]2)-[c:17]2[c:18]([cH:23][cH:24][cH:25][cH:26]2)[N:19]([CH3:22])[C:20]1=[O:21])[CH3:11])=[O:12]. The product is Cl.C1(=C(C(=CC(=C1)C)C)NN)C (Mesityl Hydrazine Hydrochloride). The solvent is O (water), O (H2O), O (water). The yield is 54.0%. Run at temperature -5 celsius. Reactants: stannous chloride, Cl (hydrochloric acid), solution, stannous chloride dihydrate, Cl (HCl), CC1=C(N)C(=CC(=C1)C)C (2,4,6-trimethylaniline), aq. solution, N(=O)[O-].[Na+] (sodium nitrite). Reaction SMILES: [ClH:1].[CH3:2][C:3]1[CH:9]=[C:8]([CH3:10])[CH:7]=[C:6]([CH3:11])[C:4]=1[NH2:5].[N:12]([O-])=O.[Na+]>O>[ClH:1].[C:3]1([CH3:2])[CH:9]=[C:8]([CH3:10])[CH:7]=[C:6]([CH3:11])[C:4]=1[NH:5][NH2:12] |f:2.3,5.6|. Procedure details: A 3.0 L, 3-neck round bottom flask equipped with a mechanical stirrer and an addition funnel was charged with concentrated hydrochloric acid (0.125 L) and deionized water (0.100 L). The solution was cooled to −5° C. in an ice/salt water bath, and 2,4,6-trimethylaniline (70 mL, 0.50 mol, 1.0 equiv.) was added dropwise over 30 minutes; during this time a white precipitate formed. The mixture was stirred for an additional 15-20 minutes before 52.5 mL of a 9.5 M aq. solution of sodium nitrite (70 mL... Reactants: BrC1=C(OC(C(=O)OCC)CCC)C=CC=C1 (ethyl 2-(2-bromophenoxy)pentanoate), CO (methanol), [OH-].[Na+] (sodium hydroxide). Solvent: O (water). The product is BrC1=C(OC(C(=O)O)CCC)C=CC=C1 (2-(2-bromophenoxy)pentanoic acid). The yield is 46.4%. As a reaction SMILES: [Br:1][C:2]1[CH:17]=[CH:16][CH:15]=[CH:14][C:3]=1[O:4][CH:5]([CH2:11][CH2:12][CH3:13])[C:6]([O:8]CC)=[O:7].CO.[OH-].[Na+]>O>[Br:1][C:2]1[CH:17]=[CH:16][CH:15]=[CH:14][C:3]=1[O:4][CH:5]([CH2:11][CH2:12][CH3:13])[C:6]([OH:8])=[O:7] |f:2.3|. Procedure details: 26.5 g (188 mmol) of ethyl 2-(2-bromophenoxy)pentanoate, 50 ml of methanol, 21.1 g (528 mmol) of sodium hydroxide pellets and 3 ml of water are placed in 250 ml three-necked flask equipped with a reflux condenser. The mixture is heated at reflux for 3 hours and then cooled to room temperature and concentrated. 200 ml of water are added and extraction is carried out with 150 ml of petroleum ether. The aqueous phase is subsequently acidified by the addition of a hydrochloric acid solution and then...